This data is from the Open Reaction Database (ORD), a public repository of structured organic reaction records. The task is: describe an organic reaction: reactants, conditions, products, and yield The reactants are ice water, C([O-])(O)=O.[Na+] (Sodium bicarbonate), BrC1C=CCCCC1 (3-bromocycloheptene), O=C1C(CNC2=C(N1)C=CC=C2)NC(=O)OC(C)(C)C (2-oxo-3-tert-butoxycarbonylamino-1,3,4,5-tetrahydro-2H-1,5-benzodiazepine). Solvent: CN(C=O)C (N,N-dimethylformamide). Conditions: temperature 50 celsius, time 1 hour. The product is O=C1C(CN(C2=C(N1)C=CC=C2)C2C=CCCCC2)NC(=O)OC(C)(C)C (2-oxo-3-tert-butoxycarbonylamino-5-(2-cyclohepten-1-yl)-1,3,4,5-tetrahydro-2H-1,5-benzodiazepine). The yield is 56.6%. Reaction SMILES: C(=O)(O)[O-].[Na+].Br[CH:7]1[CH2:13][CH2:12][CH2:11][CH2:10][CH:9]=[CH:8]1.[O:14]=[C:15]1[NH:21][C:20]2[CH:22]=[CH:23][CH:24]=[CH:25][C:19]=2[NH:18][CH2:17][CH:16]1[NH:26][C:27]([O:29][C:30]([CH3:33])([CH3:32])[CH3:31])=[O:28]>CN(C)C=O>[O:14]=[C:15]1[NH:21][C:20]2[CH:22]=[CH:23][CH:24]=[CH:25][C:19]=2[N:18]([CH:7]2[CH2:13][CH2:12][CH2:11][CH2:10][CH:9]=[CH:8]2)[CH2:17][CH:16]1[NH:26][C:27]([O:29][C:30]([CH3:33])([CH3:32])[CH3:31])=[O:28] |f:0.1|. Procedure: Sodium bicarbonate (1.6 g) and 3-bromocycloheptene (3.33 g) were added to a solution of 2-oxo-3-tert-butoxycarbonylamino-1,3,4,5-tetrahydro-2H-1,5-benzodiazepine (2.77 g) in N,N-dimethylformamide (20 ml), the mixture was stirred at 50° C. for one hour. After the reaction mixture was allowed to cool, ice-water was added thereto, extracted with ethyl acetate, the organic layer was washed with saturated brine. The resultant mixture was dried over anhydrous sodium sulfate, the solvent was evaporated... The reactants are O (water), COC(CC=1C(=NC(=CC1)C1=CC=C(C=C1)C(F)(F)F)C)=O ([2-methyl-6-(4-trifluoromethyl-phenyl)-pyridin-3-yl]-acetic acid methyl ester), [H-].[Al+3].[Li+].[H-].[H-].[H-] (lithium aluminium hydride). The solvent is C(C)(=O)OCC (ethyl acetate), C(C)(=O)OCC (ethyl acetate), O1CCCC1 (tetrahydrofuran), O1CCCC1 (tetrahydrofuran). Reaction conditions: time 1 hour. The product is CC1=NC(=CC=C1CCO)C1=CC=C(C=C1)C(F)(F)F (2-[2-methyl-6-(4-trifluoromethyl-phenyl)-pyridin-3-yl]-ethanol). The yield is 79.6%. As a reaction SMILES: C[O:2][C:3](=O)[CH2:4][C:5]1[C:6]([CH3:21])=[N:7][C:8]([C:11]2[CH:16]=[CH:15][C:14]([C:17]([F:20])([F:19])[F:18])=[CH:13][CH:12]=2)=[CH:9][CH:10]=1.[H-].[Al+3].[Li+].[H-].[H-].[H-].O>O1CCCC1.C(OCC)(=O)C>[CH3:21][C:6]1[C:5]([CH2:4][CH2:3][OH:2])=[CH:10][CH:9]=[C:8]([C:11]2[CH:16]=[CH:15][C:14]([C:17]([F:19])([F:18])[F:20])=[CH:13][CH:12]=2)[N:7]=1 |f:1.2.3.4.5.6|. Reported procedure: 2.6 g (8.40 mmol) of [2-methyl-6-(4-trifluoromethyl-phenyl)-pyridin-3-yl]-acetic acid methyl ester in 15 ml of dry tetrahydrofuran were added under an argon atmosphere within 15 minutes to a stirred suspension of 0.38 g (10 mmol) of lithium aluminium hydride in 5 ml of tetrahydrofuran. The reaction was exothermic. Subsequently, the mixture was stirred at room temperature for 1 hour. Then, 1 ml of ethyl acetate was dropped to the reaction mixture, followed by water, drop after drop, under argon, ...